This data is from the Open Reaction Database (ORD), a public repository of structured organic reaction records. The task is: describe an organic reaction: reactants, conditions, products, and yield Reactants: CC1([C@@H]([C@@H]1\C=C/C(=O)OC(C)C)C(=O)OC(C)(C)C)C (tert.-butyl (1R,cis) 2,2-dimethyl-3-[Z-2-(isopropoxycarbonyl)-ethenyl]-cyclopropane-carboxylate), C1(=CC=C(C=C1)S(=O)(=O)O)C (p-toluene sulfonic acid). Solvent: C1(=CC=CC=C1)C (toluene). Run at temperature 120 celsius, time 2 hour. Product: CC1([C@@H]([C@@H]1\C=C/C(=O)OC(C)C)C(=O)O)C ((1R,cis) 2,2-dimethyl-3-[Z-2-(isopropoxycarbonyl)-ethenyl]-cyclopropane-carboxylic acid). Isolated yield 80.2%. As a reaction SMILES: [CH3:1][C:2]1([CH3:20])[C@@H:4](/[CH:5]=[CH:6]\[C:7]([O:9][CH:10]([CH3:12])[CH3:11])=[O:8])[C@H:3]1[C:13]([O:15]C(C)(C)C)=[O:14].C1(C)C=CC(S(O)(=O)=O)=CC=1>C1(C)C=CC=CC=1>[CH3:20][C:2]1([CH3:1])[C@@H:4](/[CH:5]=[CH:6]\[C:7]([O:9][CH:10]([CH3:12])[CH3:11])=[O:8])[C@H:3]1[C:13]([OH:15])=[O:14]. Procedure: A mixture of 1.4 g of the product of Step B, 100 mg of p-toluene sulfonic acid and 14 ml of toluene was stirred at 120° C. for 21/2 hours and was then evaporated to dryness under reduced pressure. The residue was crystallized from isopropyl ether, was cooled and filtered. The product was dried to obtain 900 mg of (1R,cis) 2,2-dimethyl-3-[Z-2-(isopropoxycarbonyl)-ethenyl]-cyclopropane-carboxylic acid melting at 98° C. Reactants: NC1=C(C=C(C=C1)SCCCC)N (1,2-diamino-4-n-butylthiobenzene), COC(=O)N=C=S (methoxy carbonyl isothiocyanate). The solvent is CC(=O)C (acetone). The product is COC(=O)NC(NC1=C(C=C(C=C1)SCCCC)NC(=S)NC(=O)OC)=S (1,2-bis-(3-methoxycarbonyl-2-thioureido)-4-n-butylthiobenzene). As a reaction SMILES: [NH2:1][C:2]1[CH:7]=[CH:6][C:5]([S:8][CH2:9][CH2:10][CH2:11][CH3:12])=[CH:4][C:3]=1[NH2:13].[CH3:14][O:15][C:16]([N:18]=[C:19]=[S:20])=[O:17]>CC(C)=O>[CH3:14][O:15][C:16]([NH:18][C:19](=[S:20])[NH:1][C:2]1[CH:7]=[CH:6][C:5]([S:8][CH2:9][CH2:10][CH2:11][CH3:12])=[CH:4][C:3]=1[NH:13][C:19]([NH:18][C:16]([O:15][CH3:14])=[O:17])=[S:20])=[O:17]. Procedure: 1.5 G. of 1,2-diamino-4-n-butylthiobenzene in 30 ml. acetone is treated overnight with 4.5 g. methoxy carbonyl isothiocyanate at room temperature. The solution is concentrated, and the residue triturated with methanol and recrystallized from methanol, yielding 1,2-bis-(3-methoxycarbonyl-2-thioureido)-4-n-butylthiobenzene.